From a dataset of the Open Reaction Database (ORD), a public repository of structured organic reaction records. describe an organic reaction: reactants, conditions, products, and yield Reactants: N1N=NN=C1C1=CC=C(C=O)C=C1 (4-(tetrazol-5-yl)-benzaldehyde), C(=O)([O-])[O-].[K+].[K+] (K2CO3), ice water, CI (methyl iodide). Solvent: CN(C)C=O.O1CCOCC1 (DMF dioxane), CN(C)C=O.O1CCOCC1 (DMF dioxane). Reaction conditions: time 30 minute. Yields the product CN1N=C(N=N1)C1=CC=C(C=O)C=C1 (4-(2-Methyl-2H-tetrazol-5-yl)-benzaldehyde). Reaction SMILES: [NH:1]1[C:5]([C:6]2[CH:13]=[CH:12][C:9]([CH:10]=[O:11])=[CH:8][CH:7]=2)=[N:4][N:3]=[N:2]1.[C:14]([O-])([O-])=O.[K+].[K+].CI>CN(C=O)C.O1CCOCC1>[CH3:14][N:3]1[N:2]=[N:1][C:5]([C:6]2[CH:7]=[CH:8][C:9]([CH:10]=[O:11])=[CH:12][CH:13]=2)=[N:4]1 |f:1.2.3,5.6|. Procedure details: With ice-cooling, a solution of 75.5 g (0.434 mol) of 4-(tetrazol-5-yl)-benzaldehyde (Example 25a) in 550 ml of DMF/dioxane 1:1 is added dropwise to 179.7 g (1.30 mol) of K2CO3 in 200 ml of DMF/dioxane 1:1; the mixture is stirred for 30 min and then 40 ml (0.64 mol) of methyl iodide are added. The mixture is stirred in an ice bath for 3 hours and, finally, at room temperature for 15 hours; the reaction mixture is poured into 2.8 liters of ice-water and stirred for 10 min; the title compound is f... Starting materials: F[B-](F)(F)F, Cc1cc(C(=O)O)ccc1C(=O)N1CCCC1, CO, CCN(C(C)C)C(C)C, CC(C)C(N)c1nc2cc(Cl)ccc2[nH]1, Cl, ClCCl, C1CCOC1, CN(C)C(On1nnc2ccccc21)=[N+](C)C. Product: Cc1cc(C(=O)NC(c2nc3cc(Cl)ccc3[nH]2)C(C)C)ccc1C(=O)N1CCCC1. As a reaction SMILES: [B-:18]([F:19])([F:20])([F:21])[F:22].[CH3:1][c:2]1[cH:3][c:4]([C:5](=[O:6])[OH:7])[cH:8][cH:9][c:10]1[C:11](=[O:12])[N:13]1[CH2:14][CH2:15][CH2:16][CH2:17]1.[CH3:70][OH:71].[CH:40]([N:41]([CH:42]([CH3:43])[CH3:44])[CH2:45][CH3:46])([CH3:47])[CH3:48].[Cl:49][c:50]1[cH:51][c:52]2[c:53]([nH:54][c:55]([CH:57]([CH:58]([CH3:59])[CH3:60])[NH2:61])[n:56]2)[cH:62][cH:63]1.[Cl:64].[Cl:72][CH2:73][Cl:74].[O:65]1[CH2:66][CH2:67][CH2:68][CH2:69]1.[n:23]1([O:24][C:25]([N:26]([CH3:27])[CH3:28])=[N+:29]([CH3:30])[CH3:31])[c:32]2[cH:33][cH:34][cH:35][cH:36][c:37]2[n:38][n:39]1>>[CH3:1][c:2]1[cH:3][c:4]([C:5](=[O:7])[NH:61][CH:57]([c:55]2[nH:54][c:53]3[c:52]([cH:51][c:50]([Cl:49])[cH:63][cH:62]3)[n:56]2)[CH:58]([CH3:59])[CH3:60])[cH:8][cH:9][c:10]1[C:11](=[O:12])[N:13]1[CH2:14][CH2:15][CH2:16][CH2:17]1. Reactants: ClC1=C(C=CC(=C1F)Cl)C(=O)N1CC(NCC1)=O (4-[(2,4-dichloro-3-fluorophenyl)carbonyl]-2-piperazinone), F[B-](F)(F)F.C(C)[O+](CC)CC (triethyloxonium tetrafluoroborate), N1=C(C=NC=C1)C(=O)NN (2-pyrazinecarbohydrazide). The solvent is ClCCl (Dichloromethane). Yields the product ClC1=C(C=CC(=C1F)Cl)C(=O)N1CC=2N(CC1)C(=NN2)C2=NC=CN=C2 (7-[(2,4-Dichloro-3-fluorophenyl)carbonyl]-3-(2-pyrazinyl)-5,6,7,8-tetrahydro[1,2,4]triazolo[4,3-a]pyrazine). As a reaction SMILES: [Cl:1][C:2]1[C:7]([F:8])=[C:6]([Cl:9])[CH:5]=[CH:4][C:3]=1[C:10]([N:12]1[CH2:17][CH2:16][NH:15][C:14](=O)[CH2:13]1)=[O:11].F[B-](F)(F)F.C([O+](CC)CC)C.[N:31]1[CH:36]=[CH:35][N:34]=[CH:33][C:32]=1[C:37]([NH:39][NH2:40])=O>ClCCl>[Cl:1][C:2]1[C:7]([F:8])=[C:6]([Cl:9])[CH:5]=[CH:4][C:3]=1[C:10]([N:12]1[CH2:17][CH2:16][N:15]2[C:37]([C:32]3[CH:33]=[N:34][CH:35]=[CH:36][N:31]=3)=[N:39][N:40]=[C:14]2[CH2:13]1)=[O:11] |f:1.2|. Procedure details: To a solution of 4-[(2,4-dichloro-3-fluorophenyl)carbonyl]-2-piperazinone (I37) (0.146 g, 0.5 mmol) in Dichloromethane (DCM) (3 mL) was added triethyloxonium tetrafluoroborate (0.100 g, 0.525 mmol). The solution was then stirred, under argon, for 10 minutes before 2-pyrazinecarbohydrazide (commercially available from e.g. TimTec, J& W PharmLab and Akos Consulting, 0.083 g, 0.600 mmol) was added. The solution was then stirred for a further hour before the solvent was concentrated and n-butanol (3... Reactants: CCOC(=O)CP(=O)(OCC)OCC, [Li]CCCC, COc1ccc2c(Oc3ccc(C=O)cc3)c(-c3ccccc3)c(C3CC3)cc2c1. Product: CCOC(=O)C=Cc1ccc(Oc2c(-c3ccccc3)c(C3CC3)cc3cc(OC)ccc23)cc1. As a reaction SMILES: [CH3:31][CH2:32][O:33][C:34](=[O:35])[CH2:36][P:37]([O:38][CH2:39][CH3:40])([O:41][CH2:42][CH3:43])=[O:44].[CH3:45][CH2:46][CH2:47][CH2:48][Li:49].[CH:1]1([c:4]2[c:5](-[c:25]3[cH:26][cH:27][cH:28][cH:29][cH:30]3)[c:6]([O:16][c:17]3[cH:18][cH:19][c:20]([CH:21]=[O:22])[cH:23][cH:24]3)[c:7]3[cH:8][cH:9][c:10]([O:14][CH3:15])[cH:11][c:12]3[cH:13]2)[CH2:2][CH2:3]1>>[CH:1]1([c:4]2[c:5](-[c:25]3[cH:26][cH:27][cH:28][cH:29][cH:30]3)[c:6]([O:16][c:17]3[cH:18][cH:19][c:20]([CH:21]=[CH:36][C:34]([O:33][CH2:32][CH3:31])=[O:35])[cH:23][cH:24]3)[c:7]3[cH:8][cH:9][c:10]([O:14][CH3:15])[cH:11][c:12]3[cH:13]2)[CH2:2][CH2:3]1. The reactants are COC1=CC=C(CN(N2CC=C(C=C2)OC2=CC=C3CCC(CC3=C2)C(=O)O)C)C=C1 (7-({1-[(4-methoxybenzyl)(methyl)amino]pyridin-4-yl}oxy)-1,2,3,4-tetrahydronaphthalene-2-carboxylic acid), C(C)(C)(C)C=1C=C(N)C=CC1 (3-tert-butylaniline), CCN=C=NCCCN(C)C (EDCI). Reagents/catalysts: CN(C)C=1C=CN=CC1 (DMAP). The solvent is C(Cl)Cl (DCM), CCOC(=O)C (EtOAc). Run at time 18 hour. Product: C(C)(C)(C)C=1C=C(C=CC1)NC(=O)C1CC2=CC(=CC=C2CC1)OC1=CC(=NC=C1)N(C)CC1=CC=C(C=C1)OC (N-(3-tert-butylphenyl)-7-({2-[(4-methoxybenzyl)(methyl)amino]pyridin-4-yl}oxy)-1,2,3,4-tetrahydronaphthalene-2-carboxamide), solid. Isolated yield 64.3%. As a reaction SMILES: COC1C=CC(CN(C)[N:9]2[CH:14]=[CH:13][C:12]([O:15][C:16]3[CH:25]=[C:24]4[C:19]([CH2:20][CH2:21][CH:22]([C:26]([OH:28])=O)[CH2:23]4)=[CH:18][CH:17]=3)=[CH:11][CH2:10]2)=CC=1.[C:32]([C:36]1[CH:37]=[C:38]([CH:40]=[CH:41][CH:42]=1)[NH2:39])([CH3:35])([CH3:34])[CH3:33].CCN=C=N[CH2:48][CH2:49][CH2:50][N:51]([CH3:53])C>C(Cl)Cl.CN(C1C=CN=CC=1)C.CCOC(C)=O>[C:32]([C:36]1[CH:37]=[C:38]([NH:39][C:26]([CH:22]2[CH2:21][CH2:20][C:19]3[C:24](=[CH:25][C:16]([O:15][C:12]4[CH:11]=[CH:10][N:9]=[C:14]([N:51]([CH2:50][C:49]5[CH:48]=[CH:13][C:12]([O:15][CH3:16])=[CH:11][CH:10]=5)[CH3:53])[CH:13]=4)=[CH:17][CH:18]=3)[CH2:23]2)=[O:28])[CH:40]=[CH:41][CH:42]=1)([CH3:35])([CH3:33])[CH3:34]. Reported procedure: To a solution of 7-({1-[(4-methoxybenzyl)(methyl)amino]pyridin-4-yl}oxy)-1,2,3,4-tetrahydronaphthalene-2-carboxylic acid (581 mg, 1.39 mmol) and 3-tert-butylaniline (228 mg, 1.53 mmol) in DCM (13 mL), was added DMAP (186 mg, 1.53 mmol) and EDCI (293 mg, 1.53 mmol). The reaction mixture was allowed to stir for 18 hr, and then diluted with EtOAc and washed with water and brine. The organic solution was dried over Na2SO4 and concentrated. The residue was purified by column to give N-(3-tert-butylph... The reactants are C(C=C)(=O)OCCN(C)C (Dimethylaminoethyl acrylate), BrCC1=CC=C(C(=O)C2=CC=CC=C2)C=C1 (4-bromomethylbenzophenone). The solvent is CC(=O)C (acetone). Conditions: time 2 hour. Yields the product [Br-].C(C1=CC=CC=C1)(=O)C1=CC=C(C=C1)C[N+](CCOC(C=C)=O)(C)C (4-Benzoyl-N,N-dimethyl-N-(2-(1-oxo-2-propenyloxy)ethyl)benzenemethanaminium bromide). Yield: 49.0%. As a reaction SMILES: [C:1]([O:5][CH2:6][CH2:7][N:8]([CH3:10])[CH3:9])(=[O:4])[CH:2]=[CH2:3].[Br:11][CH2:12][C:13]1[CH:26]=[CH:25][C:16]([C:17]([C:19]2[CH:24]=[CH:23][CH:22]=[CH:21][CH:20]=2)=[O:18])=[CH:15][CH:14]=1>CC(C)=O>[Br-:11].[C:17]([C:16]1[CH:25]=[CH:26][C:13]([CH2:12][N+:8]([CH3:10])([CH3:9])[CH2:7][CH2:6][O:5][C:1](=[O:4])[CH:2]=[CH2:3])=[CH:14][CH:15]=1)(=[O:18])[C:19]1[CH:24]=[CH:23][CH:22]=[CH:21][CH:20]=1 |f:3.4|. Procedure: Dimethylaminoethyl acrylate (9.11 mls) was added to a stirred solution of 4-bromomethylbenzophenone (13.75g) in acetone (50 mls) at 55° C. and the mixture was stirred for two hours at 60°±2° C. After cooling to room temperature, the stirred mixture was further cooled in an ice bath for two hours prior to filtration. After washing the residue with acetone (X1) followed by isopropyl ether (X2) the solid was dried under vacuo at room temperature. The crude title compound was obtained as a white cry...